From a dataset of the Open Reaction Database (ORD), a public repository of structured organic reaction records. describe an organic reaction: reactants, conditions, products, and yield The reactants are C(C)OC(=O)C=1N=C(C2=CC(=CC=C2C1O)OCC1=CC=CC=C1)C#N (7-benzyloxy-1-cyano-4-hydroxy-isoquinoline-3-carboxylic acid ethyl ester), NCC(=O)O (glycine), Cl (HCl). The solvent is C[O-].[Na+] (NaOMe), CO (methanol). Yields the product C(C1=CC=CC=C1)OC1=CC=C2C(=C(N=C(C2=C1)C#N)C(=O)NCC(=O)O)O ([(7-Benzyloxy-1-cyano-4-hydroxy-isoquinoline-3-carbonyl)-amino]-acetic acid). Isolated yield 96.4%. As a reaction SMILES: C(O[C:4]([C:6]1[N:7]=[C:8]([C:25]#[N:26])[C:9]2[C:14]([C:15]=1[OH:16])=[CH:13][CH:12]=[C:11]([O:17][CH2:18][C:19]1[CH:24]=[CH:23][CH:22]=[CH:21][CH:20]=1)[CH:10]=2)=[O:5])C.[NH2:27][CH2:28][C:29]([OH:31])=[O:30].Cl>C[O-].[Na+].CO>[CH2:18]([O:17][C:11]1[CH:10]=[C:9]2[C:14]([C:15]([OH:16])=[C:6]([C:4]([NH:27][CH2:28][C:29]([OH:31])=[O:30])=[O:5])[N:7]=[C:8]2[C:25]#[N:26])=[CH:13][CH:12]=1)[C:19]1[CH:24]=[CH:23][CH:22]=[CH:21][CH:20]=1 |f:3.4|. Procedure: [(7-Benzyloxy-1-cyano-4-hydroxy-isoquinoline-3-carbonyl)-amino]-acetic acid was prepared by heating a solution of 110 mg (0.316 mmol) of 7-benzyloxy-1-cyano-4-hydroxy-isoquinoline-3-carboxylic acid ethyl ester and 210 mg (2.8 mmol) of glycine in 5 mL of 0.5 N NaOMe in methanol at reflux temperature for 28 hours. The reaction mixture was cooled and acidified with 3 mL of 1 N HCl. A white solid was collected on a medium glass fritted filter to provide 115 mg of the title compound; MS (ESI+): 378.2... Reactants: C1COCCOCCOCCOCCOCCO1, CC#N, Cc1ccc(S(=O)(=O)OC2N=C(c3ccccc3)c3cc(Cl)ccc3N(CC3CC3)C2=O)cc1, [F-], [K+]. The product is O=C1C(F)N=C(c2ccccc2)c2cc(Cl)ccc2N1CC1CC1. RXN SMILES: [CH2:1]1[O:2][CH2:3][CH2:4][O:5][CH2:6][CH2:7][O:8][CH2:9][CH2:10][O:11][CH2:12][CH2:13][O:14][CH2:15][CH2:16][O:17][CH2:18]1.[CH3:55][C:56]#[N:57].[CH:21]1([CH2:24][N:25]2[C:26](=[O:54])[CH:27]([O:43][S:44]([c:45]3[cH:46][cH:47][c:48]([CH3:49])[cH:50][cH:51]3)(=[O:52])=[O:53])[N:28]=[C:29]([c:37]3[cH:38][cH:39][cH:40][cH:41][cH:42]3)[c:30]3[c:31]2[cH:32][cH:33][c:34]([Cl:36])[cH:35]3)[CH2:22][CH2:23]1.[F-:19].[K+:20]>>[F:19][CH:27]1[C:26](=[O:54])[N:25]([CH2:24][CH:21]2[CH2:22][CH2:23]2)[c:31]2[c:30]([cH:35][c:34]([Cl:36])[cH:33][cH:32]2)[C:29]([c:37]2[cH:38][cH:39][cH:40][cH:41][cH:42]2)=[N:28]1. Starting materials: Cn1nnnc1-c1cc(COCC2(c3ccccc3)CCN(C(=O)OC(C)(C)C)CC2)cc(C(F)(F)F)c1, CCOC(C)=O, Cl. Product: Cn1nnnc1-c1cc(COCC2(c3ccccc3)CCNCC2)cc(C(F)(F)F)c1. RXN SMILES: [CH3:1][n:2]1[n:3][n:4][n:5][c:6]1-[c:7]1[cH:8][c:9]([CH2:10][O:11][CH2:12][C:13]2([c:26]3[cH:27][cH:28][cH:29][cH:30][cH:31]3)[CH2:14][CH2:15][N:16]([C:19]([O:20][C:21]([CH3:22])([CH3:23])[CH3:24])=[O:25])[CH2:17][CH2:18]2)[cH:32][c:33]([C:35]([F:36])([F:37])[F:38])[cH:34]1.[CH3:40][CH2:41][O:42][C:43](=[O:44])[CH3:45].[ClH:39]>>[CH3:1][n:2]1[n:3][n:4][n:5][c:6]1-[c:7]1[cH:8][c:9]([CH2:10][O:11][CH2:12][C:13]2([c:26]3[cH:27][cH:28][cH:29][cH:30][cH:31]3)[CH2:14][CH2:15][NH:16][CH2:17][CH2:18]2)[cH:32][c:33]([C:35]([F:36])([F:37])[F:38])[cH:34]1. The reactants are N1(N=NN=C1)C1=CC=C(C=C1)CC(=O)N1CCN(CC1)CC1CCOC2=C(C=CC=C12)C#N (4-[(4-{[4-(1H-tetrazol-1-yl)phenyl]acetyl}piperazin-1-yl)methyl]-3,4-dihydro-2H-chromene-8-carbonitrile), C(=O)C1CCOC2=C(C=CC=C12)C#N (4-formyl-3,4-dihydro-2H-chromene-8-carbonitrile), O=C(CC1=CC2=C(C(OC2)=O)C=C1)N1CCNCC1 (5-[2-oxo-2-(piperazin-1-yl)ethyl]-2-benzofuran-1(3H)-one). Yields the product O=C1OCC2=C1C=CC(=C2)CC(=O)N2CCN(CC2)CC2CCOC1=C(C=CC=C21)C#N (4-({4-[(1-Oxo-1,3-dihydro-2-benzofuran-5-yl)acetyl]piperazin-1-yl}methyl)-3,4-dihydro-2H-chromene-8-carbonitrile). As a reaction SMILES: N1([C:6]2[CH:11]=[CH:10][C:9]([CH2:12][C:13]([N:15]3[CH2:20][CH2:19][N:18]([CH2:21][CH:22]4[C:31]5[C:26](=[C:27]([C:32]#[N:33])[CH:28]=[CH:29][CH:30]=5)[O:25][CH2:24][CH2:23]4)[CH2:17][CH2:16]3)=[O:14])=[CH:8][CH:7]=2)C=NN=N1.C(C1C2C(=C(C#N)C=CC=2)OCC1)=O.O=C(N1CCNCC1)CC1C=CC2[C:55](=[O:58])[O:56][CH2:57]C=2C=1>>[O:58]=[C:55]1[C:6]2[CH:11]=[CH:10][C:9]([CH2:12][C:13]([N:15]3[CH2:20][CH2:19][N:18]([CH2:21][CH:22]4[C:31]5[C:26](=[C:27]([C:32]#[N:33])[CH:28]=[CH:29][CH:30]=5)[O:25][CH2:24][CH2:23]4)[CH2:17][CH2:16]3)=[O:14])=[CH:8][C:7]=2[CH2:57][O:56]1. Procedure details: 4-({4-[(1-Oxo-1,3-dihydro-2-benzofuran-5-yl)acetyl]piperazin-1-yl}methyl)-3,4-dihydro-2H-chromene-8-carbonitrile was prepared in an analogous fashion to that described for the synthesis of 4-[(4-{[4-(1H-tetrazol-1-yl)phenyl]acetyl}piperazin-1-yl)methyl]-3,4-dihydro-2H-chromene-8-carbonitrile above starting from 4-formyl-3,4-dihydro-2H-chromene-8-carbonitrile and 5-[2-oxo-2-(piperazin-1-yl)ethyl]-2-benzofuran-1(3H)-one. 1H-NMR (400 MHz, CDCl3) δ ppm 7.85 (d, J=7.8 Hz, 1H), 7.31˜7.38 (m, 4H), 6.8 ... Starting materials: Clc1cc(Br)c2[nH]ccc2c1, CN(C)C=O, O, O=P(Cl)(Cl)Cl. The product is O=Cc1c[nH]c2c(Br)cc(Cl)cc12. As a reaction SMILES: [Br:6][c:7]1[cH:8][c:9]([Cl:16])[cH:10][c:11]2[cH:12][cH:13][nH:14][c:15]12.[O:18]=[CH:19][N:20]([CH3:21])[CH3:22].[OH2:17].[P:1]([Cl:2])([Cl:3])([Cl:4])=[O:5]>>[Br:6][c:7]1[cH:8][c:9]([Cl:16])[cH:10][c:11]2[c:12]([CH:19]=[O:18])[cH:13][nH:14][c:15]12. Starting materials: C(C(=O)OCC)(=O)OCC (diethyl oxalate), OC1=C(N)C=CC=C1 (2-hydroxyaniline), NC1CC(N(C(C1)(C)C)OCCCCCCCC)(C)C (4-amino-1-octyloxy-2,2,6,6-tetramethylpiperidine). The product is OC1=C(C=CC=C1)NC(=O)C(=O)NC1CC(N(C(C1)(C)C)OCCCCCCCC)(C)C (N-(2-Hydroxyphenyl)-N'-(1-octyloxy-2,2,6,6-tetramethylpiperidin-4-yl)oxamid). RXN SMILES: [C:1]([O:8]CC)(=O)[C:2]([O:4]CC)=O.[OH:11][C:12]1[CH:18]=[CH:17][CH:16]=[CH:15][C:13]=1[NH2:14].[NH2:19][CH:20]1[CH2:25][C:24]([CH3:27])([CH3:26])[N:23]([O:28][CH2:29][CH2:30][CH2:31][CH2:32][CH2:33][CH2:34][CH2:35][CH3:36])[C:22]([CH3:38])([CH3:37])[CH2:21]1>>[OH:11][C:12]1[CH:18]=[CH:17][CH:16]=[CH:15][C:13]=1[NH:14][C:1]([C:2]([NH:19][CH:20]1[CH2:25][C:24]([CH3:26])([CH3:27])[N:23]([O:28][CH2:29][CH2:30][CH2:31][CH2:32][CH2:33][CH2:34][CH2:35][CH3:36])[C:22]([CH3:37])([CH3:38])[CH2:21]1)=[O:4])=[O:8]. Reported procedure: The title compound is prepared by the reaction of diethyl oxalate with one equivalent each of 2-hydroxyaniline and of 4-amino-1-octyloxy-2,2,6,6-tetramethylpiperidine.